This data is from the Open Reaction Database (ORD), a public repository of structured organic reaction records. The task is: describe an organic reaction: reactants, conditions, products, and yield Reactants: C/C(=C\C#N)/N (3-Aminocrotonitrile), ClC=1C=C(N)C=CC1 (3-chloroaniline), C(C)(=O)O (acetic acid). Run in O (water). Conditions: time 60 minute. Yields the product ClC=1C=C(C=CC1)NC(=CC#N)C (3-{[3-Chlorophenyl]amino}-2-butenenitrile). Reaction SMILES: [CH3:1]/[C:2](/[NH2:6])=[CH:3]\[C:4]#[N:5].[Cl:7][C:8]1[CH:9]=[C:10]([CH:12]=[CH:13][CH:14]=1)N.C(O)(=O)C>O>[Cl:7][C:8]1[CH:14]=[C:13]([NH:6][C:2]([CH3:1])=[CH:3][C:4]#[N:5])[CH:12]=[CH:10][CH:9]=1. Procedure: 3-Aminocrotonitrile (5.0 g, 60.9 mmol), 3-chloroaniline (8.55 g, 66.99 mmol) and acetic acid (6.22 g, 103.5 mmol) are dissolved in water (20 ml). The reaction mixture is stirred at room temperature for 60 minutes and the precipitate is isolated. The reactants are ClC(Cl)Cl, C#CC(O)c1c(-c2ccc(OC)cc2)nn2ccc(Cl)cc12. Yields the product C#CC(=O)c1c(-c2ccc(OC)cc2)nn2ccc(Cl)cc12. RXN SMILES: [CH:23]([Cl:24])([Cl:25])[Cl:26].[Cl:1][c:2]1[cH:3][c:4]2[n:5]([cH:6][cH:7]1)[n:8][c:9](-[c:15]1[cH:16][cH:17][c:18]([O:21][CH3:22])[cH:19][cH:20]1)[c:10]2[CH:11]([C:12]#[CH:13])[OH:14]>>[Cl:1][c:2]1[cH:3][c:4]2[n:5]([cH:6][cH:7]1)[n:8][c:9](-[c:15]1[cH:16][cH:17][c:18]([O:21][CH3:22])[cH:19][cH:20]1)[c:10]2[C:11]([C:12]#[CH:13])=[O:14]. Starting materials: ClC=1C=CC2=C([C@H](O[C@@H](C(N2CC(C)(C)C)=O)CC(=O)NC2=CC(=CC=C2)C#N)C2=C(C=CC=C2)Cl)C1 (trans-7-chloro-5-(2-chlorophenyl)-3-(3-cyanophenylaminocarbonylmethyl)-1-neopentyl-2-oxo-1,2,3,5-tetrahydro-4,1-benzoxazepine), [N-]=[N+]=[N-].[Na+] (sodium azide), O (water). Run in CN(C=O)C (dimethylformamide). Yields the product ClC=1C=CC2=C([C@H](O[C@@H](C(N2CC(C)(C)C)=O)CC(=O)NC2=CC(=CC=C2)C2=NN=NN2)C2=C(C=CC=C2)Cl)C1 (Trans-7-chloro-5-(2-chlorophenyl)-1-neopentyl-3-[3-(tetrazol-5-yl)phenylaminocarbonylmethyl]-2-oxo-1,2,3,5-tetrahydro-4,1-benzoxazepine). Isolated yield 50.9%. RXN SMILES: [Cl:1][C:2]1[CH:3]=[CH:4][C:5]2[N:11]([CH2:12][C:13]([CH3:16])([CH3:15])[CH3:14])[C:10](=[O:17])[C@@H:9]([CH2:18][C:19]([NH:21][C:22]3[CH:27]=[CH:26][CH:25]=[C:24]([C:28]#[N:29])[CH:23]=3)=[O:20])[O:8][C@H:7]([C:30]3[CH:35]=[CH:34][CH:33]=[CH:32][C:31]=3[Cl:36])[C:6]=2[CH:37]=1.[N-:38]=[N+:39]=[N-:40].[Na+].O>CN(C)C=O>[Cl:1][C:2]1[CH:3]=[CH:4][C:5]2[N:11]([CH2:12][C:13]([CH3:14])([CH3:15])[CH3:16])[C:10](=[O:17])[C@@H:9]([CH2:18][C:19]([NH:21][C:22]3[CH:27]=[CH:26][CH:25]=[C:24]([C:28]4[NH:40][N:39]=[N:38][N:29]=4)[CH:23]=3)=[O:20])[O:8][C@H:7]([C:30]3[CH:35]=[CH:34][CH:33]=[CH:32][C:31]=3[Cl:36])[C:6]=2[CH:37]=1 |f:1.2|. Procedure details: A solution of 0.2 g of trans-7-chloro-5-(2-chlorophenyl)-3-(3-cyanophenylaminocarbonylmethyl)-1-neopentyl-2-oxo-1,2,3,5-tetrahydro-4,1-benzoxazepine and 80 mg of sodium azide in 5 ml of dimethylformamide was stirred at 90° C. for 60 hours. After water was added, the mixture was washed with water, after which the solvent was removed and the residue was subjected to silica gel column chromatography to yield 0.11 g of a crystal. Starting materials: BrC=1C(=C(C=C(C1)S(=O)(=O)CC)C=1NC=CC1)OC (2-(3-bromo-5ethylsulphonyl-2-methoxy-phenyl)-1H-pyrrole), C(C)S(=O)(=O)C=1C=CC(=C(C1)C=1NC=CC1)OC (2-(5-ethylsulphonyl-2-methoxyphenyl)-1H-pyrrole), Heterocycles, acid chloride. The product is BrC=1C(=C(C=C(C1)S(=O)(=O)CC)C=1NC(=CC1)CN1CCCCC1)OC (2-(3-Bromo-5-ethylsulphonyl-2-methoxyphenyl)-5-(1-piperidinyl-methyl)-1H-pyrrole). RXN SMILES: [Br:1][C:2]1[C:3]([O:18][CH3:19])=[C:4]([C:13]2[NH:14][CH:15]=[CH:16][CH:17]=2)[CH:5]=[C:6]([S:8]([CH2:11][CH3:12])(=[O:10])=[O:9])[CH:7]=1.C(S(C1[CH:26]=[CH:27][C:28](OC)=[C:29]([C:31]2[NH:32][CH:33]=CC=2)C=1)(=O)=O)C>>[Br:1][C:2]1[C:3]([O:18][CH3:19])=[C:4]([C:13]2[NH:14][C:15]([CH2:33][N:32]3[CH2:31][CH2:29][CH2:28][CH2:27][CH2:26]3)=[CH:16][CH:17]=2)[CH:5]=[C:6]([S:8]([CH2:11][CH3:12])(=[O:10])=[O:9])[CH:7]=1. Reported procedure: This compound was prepared by a method analogous to that used to prepare example 2, but using 2-(3-bromo-5ethylsulphonyl-2-methoxy-phenyl)-1H-pyrrole (prepared according to the method of Kruse et al., [Heterocycles, 26,3141, 1987] from the corresponding acid chloride) in place of 2-(5-ethylsulphonyl-2-methoxyphenyl)-1H-pyrrole. NMR δ(CDCl3) 1.30-1.70 (9H, m), 2.40 (4H, m), 3.15 (2H, q, J=7 Hz), 3.50 (2H, s), 3.80 (3H, s), 6.10 (1H, t, J=2 Hz), 6.60 (1H, t, J=2 Hz), 7.80 (1H, d, J=1 Hz), 8.00 (1H... The reactants are C(C(=O)O)(=O)O (oxalic acid), C1(CCCCCCC1)CN1C=NC=C1 (1-cyclooctylmethylimidazole). The solvent is C(C)O (ethanol). Yields the product C(C(=O)O)(=O)O.C1(CCCCCCC1)CN1C=NC=C1 (1-cyclooctylmethylimidazole oxalate). As a reaction SMILES: [C:1]([OH:6])(=[O:5])[C:2]([OH:4])=[O:3].[CH:7]1([CH2:15][N:16]2[CH:20]=[CH:19][N:18]=[CH:17]2)[CH2:14][CH2:13][CH2:12][CH2:11][CH2:10][CH2:9][CH2:8]1>C(O)C>[C:1]([OH:6])(=[O:5])[C:2]([OH:4])=[O:3].[CH:7]1([CH2:15][N:16]2[CH:20]=[CH:19][N:18]=[CH:17]2)[CH2:14][CH2:13][CH2:12][CH2:11][CH2:10][CH2:9][CH2:8]1 |f:3.4|. Reported procedure: A solution of oxalic acid (0.17 g) and 1-cyclooctylmethylimidazole (0.38 g) in ethanol (20 ml) was boiled for 0.25 hour, when evaporation of the solution afforded a white solid. Recrystallisation of the solid from ethyl acetate/ethanol/petroleum ether (b.p. 40°-60°) afforded 1-cyclooctylmethylimidazole oxalate as white needles, m.p. 141°-142° C. Yields the product CCOC(=O)c1nc(-c2ccc(Cl)cc2)c(-c2ccc(Cl)cc2Cl)n1CC. RXN SMILES: [CH2:23]([Li:24])[CH2:25][CH2:26][CH3:27].[CH2:34]1[O:35][CH2:36][CH2:37][CH2:38]1.[Cl:1][c:2]1[cH:3][cH:4][c:5](-[c:8]2[n:9][cH:10][n:11]([CH2:21][CH3:22])[c:12]2-[c:13]2[c:14]([Cl:20])[cH:15][c:16]([Cl:19])[cH:17][cH:18]2)[cH:6][cH:7]1.[Cl:28][C:29](=[O:30])[O:31][CH2:32][CH3:33]>>[Cl:1][c:2]1[cH:3][cH:4][c:5](-[c:8]2[n:9][c:10]([C:29](=[O:30])[O:31][CH2:32][CH3:33])[n:11]([CH2:21][CH3:22])[c:12]2-[c:13]2[c:14]([Cl:20])[cH:15][c:16]([Cl:19])[cH:17][cH:18]2)[cH:6][cH:7]1. Reactants: [Li]CCCC, C1CCOC1, CCn1cnc(-c2ccc(Cl)cc2)c1-c1ccc(Cl)cc1Cl, CCOC(=O)Cl. Starting materials: CCOC(=O)C(CC)c1cccnc1, Cl. The product is CCC(C(=O)O)c1cccnc1. As a reaction SMILES: [CH2:1]([CH3:2])[O:3][C:4]([CH:5]([CH2:6][CH3:7])[c:8]1[cH:9][n:10][cH:11][cH:12][cH:13]1)=[O:14].[ClH:15]>>[O:3]=[C:4]([CH:5]([CH2:6][CH3:7])[c:8]1[cH:9][n:10][cH:11][cH:12][cH:13]1)[OH:14]. The reactants are C(C)(C)(C)C1=CC(=NO1)NC(=O)NC1=CC(=CC=C1)OC1=NC=NC2=CC(=C(C=C12)OCCCl)OC (1-(5-tert-butylisoxazol-3-yl)-3-(3-(6-(2-chloroethoxy)-7-methoxyquinazolin-4-yloxy)phenyl)urea), OCCN1CCNCC1 (1-(2-hydroxyethyl)piperazine). Product: C(C)(C)(C)C1=CC(=NO1)NC(=O)NC1=CC(=CC=C1)OC1=NC=NC2=CC(=C(C=C12)OCCN1CCN(CC1)CCO)OC (1-(5-tert-butylisoxazol-3-yl)-3-(3-(6-(2-(4-(2-hydroxyethyl)piperazin-1-yl)ethoxy)-7-methoxyquinazolin-4-yloxy)phenyl)urea). Yield: 11.9%. RXN SMILES: [C:1]([C:5]1[O:9][N:8]=[C:7]([NH:10][C:11]([NH:13][C:14]2[CH:19]=[CH:18][CH:17]=[C:16]([O:20][C:21]3[C:30]4[C:25](=[CH:26][C:27]([O:35][CH3:36])=[C:28]([O:31][CH2:32][CH2:33]Cl)[CH:29]=4)[N:24]=[CH:23][N:22]=3)[CH:15]=2)=[O:12])[CH:6]=1)([CH3:4])([CH3:3])[CH3:2].[OH:37][CH2:38][CH2:39][N:40]1[CH2:45][CH2:44][NH:43][CH2:42][CH2:41]1>>[C:1]([C:5]1[O:9][N:8]=[C:7]([NH:10][C:11]([NH:13][C:14]2[CH:19]=[CH:18][CH:17]=[C:16]([O:20][C:21]3[C:30]4[C:25](=[CH:26][C:27]([O:35][CH3:36])=[C:28]([O:31][CH2:32][CH2:33][N:43]5[CH2:44][CH2:45][N:40]([CH2:39][CH2:38][OH:37])[CH2:41][CH2:42]5)[CH:29]=4)[N:24]=[CH:23][N:22]=3)[CH:15]=2)=[O:12])[CH:6]=1)([CH3:4])([CH3:3])[CH3:2]. Procedure details: Prepared from 1-(5-tert-butylisoxazol-3-yl)-3-(3-(6-(2-chloroethoxy)-7-methoxyquinazolin-4-yloxy)phenyl)urea (200 mg, 0.39 mmol) from Example 16C (200 mg, 0.39 mmol) and 1-(2-hydroxyethyl)piperazine (0.144 mL, 1.17 mmol) according to the procedure described for Example 16D to afford 1-(5-tert-butylisoxazol-3-yl)-3-(3-(6-(2-(4-(2-hydroxyethyl)piperazin-1-yl)ethoxy)-7-methoxyquinazolin-4-yloxy)phenyl)urea as a colorless solid (28 mg, 12%). 1H NMR (300 MHz, DMSO-d6) δ 9.59 (brs, 1H), 9.01 (brs, 1H)... The reactants are O=S(=O)(Cl)c1cccc(C(F)(F)F)c1, CCOC(=O)Cc1csc(N)n1. The product is CCOC(=O)Cc1csc(NS(=O)(=O)c2cccc(C(F)(F)F)c2)n1. RXN SMILES: [F:13][C:14]([c:15]1[cH:16][c:17]([S:21](=[O:22])(=[O:23])[Cl:24])[cH:18][cH:19][cH:20]1)([F:25])[F:26].[NH2:1][c:2]1[s:3][cH:4][c:5]([CH2:7][C:8](=[O:9])[O:10][CH2:11][CH3:12])[n:6]1>>[NH:1]([c:2]1[s:3][cH:4][c:5]([CH2:7][C:8](=[O:9])[O:10][CH2:11][CH3:12])[n:6]1)[S:21]([c:17]1[cH:16][c:15]([C:14]([F:13])([F:25])[F:26])[cH:20][cH:19][cH:18]1)(=[O:22])=[O:23]. The reactants are C12(C[C@@H](CC3=CC=CC=C13)C(=O)OC)OCCO2 ((R)-methyl 3′,4′-dihydro-2′H-spiro[[1,3]dioxolane-2,1′-naphthalene]-3′-carboxylate), CC(C)C[AlH]CC(C)C (DIBAL-H). The solvent is C1(=CC=CC=C1)C (toluene), C(Cl)Cl (DCM). Conditions: time 2 hour. The product is C12(C[C@@H](CC3=CC=CC=C13)C=O)OCCO2 ((R)-3′,4′-Dihydro-2′H-spiro[[1,3]dioxolane-2,1′-naphthalene]-3′-carbaldehyde). Isolated yield 99.2%. Reaction SMILES: [C:1]12([O:18][CH2:17][CH2:16][O:15]1)[C:10]1[C:5](=[CH:6][CH:7]=[CH:8][CH:9]=1)[CH2:4][C@@H:3]([C:11](OC)=[O:12])[CH2:2]2.CC(C[AlH]CC(C)C)C>C1(C)C=CC=CC=1.C(Cl)Cl>[C:1]12([O:15][CH2:16][CH2:17][O:18]1)[C:10]1[C:5](=[CH:6][CH:7]=[CH:8][CH:9]=1)[CH2:4][C@@H:3]([CH:11]=[O:12])[CH2:2]2. Procedure details: To a stirred solution of (R)-methyl 3′,4′-dihydro-2′H-spiro[[1,3]dioxolane-2,1′-naphthalene]-3′-carboxylate (4.7 g, 18.93 mmol) in toluene (50 mL) and DCM (12.50 mL) to these solution of DIBAL-H (22.72 mL, 22.72 mmol) was added drop-wise at −78° C. under argon, and the mixture was stirred for 2 h at this temperature. Reaction mixture was quenched with aqueous NH4Cl solution at −78° C. and allowed to RT, filtered through celite, diluted with water (25 mL) and extracted with DCM (2×25 mL), dried o...